Dataset: the Open Reaction Database (ORD), a public repository of structured organic reaction records. Task: describe an organic reaction: reactants, conditions, products, and yield Reactants: O=C(CBr)c1ccccc1, CCN(C(C)C)C(C)C, C1CCOC1, O, O=C1OC(c2ccccc2)(c2ccccc2)C2CNCCN12. Product: O=C(CN1CCN2C(=O)OC(c3ccccc3)(c3ccccc3)C2C1)c1ccccc1. RXN SMILES: [Br:32][CH2:33][C:34](=[O:35])[c:36]1[cH:37][cH:38][cH:39][cH:40][cH:41]1.[CH:23]([N:24]([CH:25]([CH3:26])[CH3:27])[CH2:28][CH3:29])([CH3:30])[CH3:31].[O:43]1[CH2:44][CH2:45][CH2:46][CH2:47]1.[OH2:42].[c:1]1([C:7]2([c:17]3[cH:18][cH:19][cH:20][cH:21][cH:22]3)[O:8][C:9](=[O:16])[N:10]3[CH:11]2[CH2:12][NH:13][CH2:14][CH2:15]3)[cH:2][cH:3][cH:4][cH:5][cH:6]1>>[c:1]1([C:7]2([c:17]3[cH:18][cH:19][cH:20][cH:21][cH:22]3)[O:8][C:9](=[O:16])[N:10]3[CH:11]2[CH2:12][N:13]([CH2:33][C:34](=[O:35])[c:36]2[cH:37][cH:38][cH:39][cH:40][cH:41]2)[CH2:14][CH2:15]3)[cH:2][cH:3][cH:4][cH:5][cH:6]1. Starting materials: BrCCCCCCCCCCOC1=CC=C(C=C1)Cl (1-Bromo-10-(4-chlorophenoxy)-decane), ClC(C(=O)O)Cl (dichloroacetic acid). Yields the product ClC(C(=O)O)(CCCCCCCCCCOC1=CC=C(C=C1)Cl)Cl (2,2-Dichloro-12-(4-chlorophenoxy)-dodecanoic acid). The yield is 50.0%. Reaction SMILES: Br[CH2:2][CH2:3][CH2:4][CH2:5][CH2:6][CH2:7][CH2:8][CH2:9][CH2:10][CH2:11][O:12][C:13]1[CH:18]=[CH:17][C:16]([Cl:19])=[CH:15][CH:14]=1.[Cl:20][CH:21]([Cl:25])[C:22]([OH:24])=[O:23]>>[Cl:20][C:21]([Cl:25])([CH2:2][CH2:3][CH2:4][CH2:5][CH2:6][CH2:7][CH2:8][CH2:9][CH2:10][CH2:11][O:12][C:13]1[CH:18]=[CH:17][C:16]([Cl:19])=[CH:15][CH:14]=1)[C:22]([OH:24])=[O:23]. Procedure: Analogously to the preparation of 62, 13.6 g (65%) 63 was obtained from 7.7 g (60 mmol) 4-chlorophenol and 18 g (60 mmol) 1,10-dibromodecane. 13.3 g (38.0 mmol) 63 was reacted with dichloroacetic acid according to example 9. 5.9 g (50%) 11, melting point 63-64° C. was obtained. The reactants are ClC(C=O)(Cl)Cl (trichloroacetaldehyde), N[C@@H]1[C@H]2OCC(=C(N2C1=O)C(=O)OC(C)(C)C)OC (tert.-butyl (6R, 7R)-7-amino-3-methoxy-8-oxo-5-oxa-1-azabicyclo[4.2.0]oct-2-ene-2-carboxylate). Solvent: C1=CC=CC=C1 (benzene). Conditions: temperature -40 celsius. Yields the product N[C@H]1[C@H]2OCC(=C(N2C1=O)C(=O)OC(C)(C)C)OC (tert.-Butyl (6R, 7S)-7-amino-3-methoxy-8-oxo-5-oxa-1-azabicyclo[4.2.0]oct-2-ene-2-carboxylate). Isolated yield 27.5%. Reaction SMILES: ClC(Cl)(Cl)C=O.[NH2:7][C@H:8]1[C:15](=[O:16])[N:14]2[C@@H:9]1[O:10][CH2:11][C:12]([O:24][CH3:25])=[C:13]2[C:17]([O:19][C:20]([CH3:23])([CH3:22])[CH3:21])=[O:18]>C1C=CC=CC=1>[NH2:7][C@@H:8]1[C:15](=[O:16])[N:14]2[C@@H:9]1[O:10][CH2:11][C:12]([O:24][CH3:25])=[C:13]2[C:17]([O:19][C:20]([CH3:21])([CH3:22])[CH3:23])=[O:18]. Procedure: 7.7 g of molecular sieve 3 Å and, after a few minutes, 2.3 ml (23.5 mmols--4.7 equivalents) of anhydrous trichloroacetaldehyde were added to a solution of 1.35 g (5 mmols) of tert.-butyl (6R, 7R)-7-amino-3-methoxy-8-oxo-5-oxa-1-azabicyclo[4.2.0]oct-2-ene-2-carboxylate in 81 ml of benzene. The mixture was heated at the boiling point for 2.5 hours, with stirring, cooled, filtered rapidly and concentrated in vacuo. The residue was dissolved in 23 ml of anhydrous tetrahydrofuran and the solution was... The reactants are FC(C=1C=C(CN(C2=NC=C(C=N2)OCCO)CC2=C(C=CC(=C2)C(F)(F)F)N(CC)C[C@@H]2CC[C@H](CC2)CC(=O)OCC)C=C(C1)C(F)(F)F)(F)F (Ethyl trans-[4-({[2-({(3,5-bis-trifluoromethyl-benzyl)-[5-(2-hydroxy-ethoxy)-pyrimidin-2-yl]-amino}-methyl)-4-trifluoromethyl-phenyl]-ethyl-amino}-methyl)-cyclohexyl]-acetate), Cl (hydrochloric acid), C(C)(=O)OCC (ethyl acetate), [OH-].[Na+] (sodium hydroxide). Run in C(C)O (ethanol). Conditions: temperature 60 celsius, time 2 hour. Yields the product FC(C=1C=C(CN(C2=NC=C(C=N2)OCCO)CC2=C(C=CC(=C2)C(F)(F)F)N(CC)C[C@@H]2CC[C@H](CC2)CC(=O)O)C=C(C1)C(F)(F)F)(F)F (trans-[4-({[2-({(3,5-bis-trifluoromethyl-benzyl)-[5-(2-hydroxy-ethoxy)-pyrimidin-2-yl]-amino}-methyl)-4-trifluoromethyl-phenyl]-ethylamino}-methyl)-cyclohexyl]-acetic acid). Yield: 42.5%. Reaction SMILES: [F:1][C:2]([F:53])([F:52])[C:3]1[CH:4]=[C:5]([CH:45]=[C:46]([C:48]([F:51])([F:50])[F:49])[CH:47]=1)[CH2:6][N:7]([CH2:18][C:19]1[CH:24]=[C:23]([C:25]([F:28])([F:27])[F:26])[CH:22]=[CH:21][C:20]=1[N:29]([CH2:32][C@H:33]1[CH2:38][CH2:37][C@H:36]([CH2:39][C:40]([O:42]CC)=[O:41])[CH2:35][CH2:34]1)[CH2:30][CH3:31])[C:8]1[N:13]=[CH:12][C:11]([O:14][CH2:15][CH2:16][OH:17])=[CH:10][N:9]=1.[OH-].[Na+].Cl.C(OCC)(=O)C>C(O)C>[F:53][C:2]([F:1])([F:52])[C:3]1[CH:4]=[C:5]([CH:45]=[C:46]([C:48]([F:49])([F:50])[F:51])[CH:47]=1)[CH2:6][N:7]([CH2:18][C:19]1[CH:24]=[C:23]([C:25]([F:28])([F:27])[F:26])[CH:22]=[CH:21][C:20]=1[N:29]([CH2:32][C@H:33]1[CH2:34][CH2:35][C@H:36]([CH2:39][C:40]([OH:42])=[O:41])[CH2:37][CH2:38]1)[CH2:30][CH3:31])[C:8]1[N:9]=[CH:10][C:11]([O:14][CH2:15][CH2:16][OH:17])=[CH:12][N:13]=1 |f:1.2|. Procedure: Ethyl trans-[4-({[2-({(3,5-bis-trifluoromethyl-benzyl)-[5-(2-hydroxy-ethoxy)-pyrimidin-2-yl]-amino}-methyl)-4-trifluoromethyl-phenyl]-ethyl-amino}-methyl)-cyclohexyl]-acetate (122 mg) is dissolved in ethanol (4 ml), and thereto is added 1N-aqueous sodium hydroxide solution (1 ml) and the mixture is stirred at 60° C. for 2 hours. The reaction solution is cooled to room temperature, and thereto are added 1N-hydrochloric acid and ethyl acetate, and the mixture is separated, and the organic layer is... Reactants: BrC1=CC=C(C=C1)CC(=O)OCC (Ethyl 4-bromophenylacetate), CC(C)([O-])C.[K+] (potassium tert-butoxide), C(C1=CC=CC=C1)Br (Benzyl bromide). Solvent: CN(C)C=O (DMF). Run at time 1 hour. The product is C(C)OC(C(CC1=CC=CC=C1)C1=CC=C(C=C1)Br)=O (2-(4-Bromo-phenyl)-3-phenyl-propionic acid ethyl ester). Reaction SMILES: [Br:1][C:2]1[CH:7]=[CH:6][C:5]([CH2:8][C:9]([O:11][CH2:12][CH3:13])=[O:10])=[CH:4][CH:3]=1.CC(C)([O-])C.[K+].[CH2:20](Br)[C:21]1[CH:26]=[CH:25][CH:24]=[CH:23][CH:22]=1>CN(C=O)C>[CH2:12]([O:11][C:9](=[O:10])[CH:8]([C:5]1[CH:4]=[CH:3][C:2]([Br:1])=[CH:7][CH:6]=1)[CH2:20][C:21]1[CH:26]=[CH:25][CH:24]=[CH:23][CH:22]=1)[CH3:13] |f:1.2|. Procedure details: Ethyl 4-bromophenylacetate (3.0 g, 12.3 mmol) and potassium tert-butoxide (1.38 g, 12.3 mmol) were combined in DMF (35 mL). Benzyl bromide (2.1 g, 12.3 mmol) was added and the reaction was stirred at room temperature for 1 hour. Aqueous workup provided the title compound. Reactants: COC(C1=C(C(=CC(=C1)Br)C)NS(=O)(=O)C1=CC=C(C=C1)OC)=O (5-Bromo-2-(4-methoxy-benzenesulfonylamino)-3-methyl-benzoic acid methyl ester), C(=C)[Sn](CCCC)(CCCC)CCCC (vinyltributyltin). The product is COC(C1=C(C(=CC(=C1)C=C)C)NS(=O)(=O)C1=CC=C(C=C1)OC)=O (2-(4-Methoxy-benzenesulfonylamino)-3-methyl-5-vinyl-benzoic acid methyl ester). Isolated yield 81.9%. As a reaction SMILES: [CH3:1][O:2][C:3](=[O:24])[C:4]1[CH:9]=[C:8](Br)[CH:7]=[C:6]([CH3:11])[C:5]=1[NH:12][S:13]([C:16]1[CH:21]=[CH:20][C:19]([O:22][CH3:23])=[CH:18][CH:17]=1)(=[O:15])=[O:14].[CH:25]([Sn](CCCC)(CCCC)CCCC)=[CH2:26]>>[CH3:1][O:2][C:3](=[O:24])[C:4]1[CH:9]=[C:8]([CH:25]=[CH2:26])[CH:7]=[C:6]([CH3:11])[C:5]=1[NH:12][S:13]([C:16]1[CH:21]=[CH:20][C:19]([O:22][CH3:23])=[CH:18][CH:17]=1)(=[O:15])=[O:14]. Reported procedure: In the same manner as described in Example 139, 700 mg (1.69 mmol) of the product of Example 10 and 0.73 ml (2.5 mmol) of vinyltributyltin provided 500 mg (82%) of the desired product as a white solid. Electrospray Mass Spec 362 (M+H).